From a dataset of the Open Reaction Database (ORD), a public repository of structured organic reaction records. describe an organic reaction: reactants, conditions, products, and yield Reactants: C, Cc1ccc(C=Cc2ccc(C(=O)O)c(Nc3ccc(F)cc3)c2)cc1C, CCOC(C)=O, CO, [Pd]. Yields the product Cc1ccc(CCc2ccc(C(=O)O)c(Nc3ccc(F)cc3)c2)cc1C. As a reaction SMILES: [C:34].[CH3:1][c:2]1[cH:3][c:4]([CH:9]=[CH:10][c:11]2[cH:12][c:13]([NH:20][c:21]3[cH:22][cH:23][c:24]([F:27])[cH:25][cH:26]3)[c:14]([C:15](=[O:16])[OH:17])[cH:18][cH:19]2)[cH:5][cH:6][c:7]1[CH3:8].[CH3:28][CH2:29][O:30][C:31](=[O:32])[CH3:33].[CH3:36][OH:37].[Pd:35]>>[CH3:1][c:2]1[cH:3][c:4]([CH2:9][CH2:10][c:11]2[cH:12][c:13]([NH:20][c:21]3[cH:22][cH:23][c:24]([F:27])[cH:25][cH:26]3)[c:14]([C:15](=[O:16])[OH:17])[cH:18][cH:19]2)[cH:5][cH:6][c:7]1[CH3:8]. Yields the product N1(CCCCC1)CC1=CC(=NC=C1)OCCCCCNC(=O)C=1C=NNC1 (N-[5-(4-Piperidinomethyl-2-pyridyloxy)pentyl]pyrazole-4-carboxamide). Reported procedure: Following a procedure similar to that described in Example 64, but using 5-(4-piperidinomethyl-2-pyridyloxy)pentylamine and 4-pyrazolecarboxylic acid as starting materials, in relative proportions similar to those used in that Example, the title compound was obtained as a white powder, melting at 105°-106° C., in a yield. As a reaction SMILES: [N:1]1([CH2:7][C:8]2[CH:13]=[CH:12][N:11]=[C:10]([O:14][CH2:15][CH2:16][CH2:17][CH2:18][CH2:19][NH2:20])[CH:9]=2)[CH2:6][CH2:5][CH2:4][CH2:3][CH2:2]1.[NH:21]1[CH:25]=[C:24]([C:26](O)=[O:27])[CH:23]=[N:22]1>>[N:1]1([CH2:7][C:8]2[CH:13]=[CH:12][N:11]=[C:10]([O:14][CH2:15][CH2:16][CH2:17][CH2:18][CH2:19][NH:20][C:26]([C:24]3[CH:25]=[N:21][NH:22][CH:23]=3)=[O:27])[CH:9]=2)[CH2:6][CH2:5][CH2:4][CH2:3][CH2:2]1. Reactants: N1(CCCCC1)CC1=CC(=NC=C1)OCCCCCN (5-(4-piperidinomethyl-2-pyridyloxy)pentylamine), N1N=CC(=C1)C(=O)O (4-pyrazolecarboxylic acid). The reactants are C(CCCC)[C@@H]1CC[C@H](CC1)C1CCC(CC1)C1C=CC(CC1)=O (4-(4-(trans-4-pentylcyclohexyl)cyclohexyl)-2-cyclohexenone), butylmagnesium bromide THF, [Cl-].[NH4+] (ammonium chloride), resultant mixture. Solvent: C1CCOC1 (THF). Run at time 8 hour. Product: C(CCCC)[C@@H]1CC[C@H](CC1)C1CCC(CC1)C1C=CC(CC1)(O)CCCC (4-(4-(trans-4-pentylcyclohexyl)cyclohexyl)-1-butyl-2-cyclohexene-1-ol). The yield is 199.9%. As a reaction SMILES: [CH2:1]([C@H:6]1[CH2:11][CH2:10][C@H:9]([CH:12]2[CH2:17][CH2:16][CH:15]([CH:18]3[CH2:23][CH2:22][C:21](=[O:24])[CH:20]=[CH:19]3)[CH2:14][CH2:13]2)[CH2:8][CH2:7]1)[CH2:2][CH2:3][CH2:4][CH3:5].[Cl-].[NH4+]>C1COCC1>[CH2:1]([C@H:6]1[CH2:7][CH2:8][C@H:9]([CH:12]2[CH2:17][CH2:16][CH:15]([CH:18]3[CH2:23][CH2:22][C:21]([CH2:6][CH2:1][CH2:2][CH3:3])([OH:24])[CH:20]=[CH:19]3)[CH2:14][CH2:13]2)[CH2:10][CH2:11]1)[CH2:2][CH2:3][CH2:4][CH3:5] |f:1.2|. Procedure: Under a nitrogen atmosphere, 4.0 g of 4-(4-(trans-4-pentylcyclohexyl)cyclohexyl)-2-cyclohexenone (r-9) was dissolved into 50 mL of THF, 14.5 mL of butylmagnesium bromide THF solution (1 M/L) was added dropwise thereto at room temperature, and the resultant mixture was stirred at 50° C. for 30 minutes, and then stirred at room temperature overnight. A saturated aqueous solution of ammonium chloride was added dropwise under ice-cooling, the resultant mixture was subjected to extraction with ethyl ... Reactants: C(C)(C)(C)OC(=O)N1CC(NCC1)C(C)NC1=NC=CC(=N1)N1C=NC2=C1C=CC=C2 (2-[1-(4-(tert-butyloxycarbonyl)-piperazine-2-yl)-ethylamino]-4-(benzimidazol-1-yl)-pyrimidine), C(C1=CC=CC=C1)Br (benzyl bromide), C(=O)([O-])[O-].[K+].[K+] (K2CO3), Cl (HCl), CCOC(=O)C (EtOAc). Solvent: CN(C)C=O (DMF). Reaction conditions: time 8 hour. Yields the product C(C1=CC=CC=C1)N1C(CN(CC1)C(NC1=CC=CC2=CC=CC=C12)=O)C(C)NC1=NC=CC(=N1)N1C=NC2=C1C=CC=C2 (2-[1-(1-Benzyl-4-(N-naphth-1-yl-carbamoyl)piperazine-2-yl)-ethylamino]-4-[benzimidazol-1-yl]-pyrimidine). As a reaction SMILES: C([O:5][C:6]([N:8]1[CH2:13][CH2:12][NH:11][CH:10]([CH:14]([NH:16][C:17]2[N:22]=[C:21]([N:23]3[C:27]4[CH:28]=[CH:29][CH:30]=[CH:31][C:26]=4[N:25]=[CH:24]3)[CH:20]=[CH:19][N:18]=2)[CH3:15])[CH2:9]1)=O)(C)(C)C.[CH2:32](Br)[C:33]1[CH:38]=[CH:37][CH:36]=[CH:35][CH:34]=1.C([O-])([O-])=O.[K+].[K+].Cl.CCO[C:50]([CH3:52])=O>CN(C=O)C>[CH2:32]([N:11]1[CH2:12][CH2:13][N:8]([C:6](=[O:5])[NH:8][C:9]2[C:50]3[C:52](=[CH:31][CH:26]=[CH:27][CH:28]=3)[CH:15]=[CH:14][CH:10]=2)[CH2:9][CH:10]1[CH:14]([NH:16][C:17]1[N:22]=[C:21]([N:23]2[C:27]3[CH:28]=[CH:29][CH:30]=[CH:31][C:26]=3[N:25]=[CH:24]2)[CH:20]=[CH:19][N:18]=1)[CH3:15])[C:33]1[CH:38]=[CH:37][CH:36]=[CH:35][CH:34]=1 |f:2.3.4|. Reported procedure: To a solution of 2-[1-(4-(tert-butyloxycarbonyl)-piperazine-2-yl)-ethylamino]-4-(benzimidazol-1-yl)-pyrimidine (2 mg) in 0.5 mL of DMF was added benzyl bromide (1.1 μL) and K2CO3 (1.3 mg). The mixture was stirred overnight at room temperature, then diluted with 5 mL of EtOAc and poured into 10 mL of 1N HCl. The phases were separated and the aqueous phase was basified (pH>11) with 5N NaOH and extracted with 4×5 mL of EtOAc. The combined organics were dried over Na2SO4 and concentrated. The residu... The reactants are CCOC(=O)CBr, O=C([O-])[O-], COc1ccc2c(C(=O)c3cc(OC)c(OC)c(OC)c3)c(-c3cn[nH]c3)oc2c1, [K+], [K+], CN(C)C=O. Yields the product CCOC(=O)Cn1cc(-c2oc3cc(OC)ccc3c2C(=O)c2cc(OC)c(OC)c(OC)c2)cn1. Reaction SMILES: [Br:37][CH2:38][C:39](=[O:40])[O:41][CH2:42][CH3:43].[C:31](=[O:32])([O-:33])[O-:34].[CH3:1][O:2][c:3]1[cH:4][c:5]2[c:6]([c:7]([C:15](=[O:16])[c:17]3[cH:18][c:19]([O:27][CH3:28])[c:20]([O:25][CH3:26])[c:21]([O:23][CH3:24])[cH:22]3)[c:8](-[c:10]3[cH:11][n:12][nH:13][cH:14]3)[o:9]2)[cH:29][cH:30]1.[K+:35].[K+:36].[O:44]=[CH:45][N:46]([CH3:47])[CH3:48]>>[CH3:1][O:2][c:3]1[cH:4][c:5]2[c:6]([c:7]([C:15](=[O:16])[c:17]3[cH:18][c:19]([O:27][CH3:28])[c:20]([O:25][CH3:26])[c:21]([O:23][CH3:24])[cH:22]3)[c:8](-[c:10]3[cH:11][n:12][n:13]([CH2:38][C:39](=[O:40])[O:41][CH2:42][CH3:43])[cH:14]3)[o:9]2)[cH:29][cH:30]1. Starting materials: ClCCl, O=C=Nc1cccc(Cl)c1, O=C(c1ccc(Nc2ccnc3cc(C(F)(F)F)ccc23)cc1)N1CCNCC1. Product: O=C(Nc1cccc(Cl)c1)N1CCN(C(=O)c2ccc(Nc3ccnc4cc(C(F)(F)F)ccc34)cc2)CC1. RXN SMILES: [CH2:40]([Cl:41])[Cl:42].[Cl:30][c:31]1[cH:32][c:33]([N:37]=[C:38]=[O:39])[cH:34][cH:35][cH:36]1.[F:1][C:2]([c:3]1[cH:4][cH:5][c:6]2[c:7]([NH:13][c:14]3[cH:15][cH:16][c:17]([C:18](=[O:19])[N:20]4[CH2:21][CH2:22][NH:23][CH2:24][CH2:25]4)[cH:26][cH:27]3)[cH:8][cH:9][n:10][c:11]2[cH:12]1)([F:28])[F:29]>>[F:1][C:2]([c:3]1[cH:4][cH:5][c:6]2[c:7]([NH:13][c:14]3[cH:15][cH:16][c:17]([C:18](=[O:19])[N:20]4[CH2:21][CH2:22][N:23]([C:38]([NH:37][c:33]5[cH:32][c:31]([Cl:30])[cH:36][cH:35][cH:34]5)=[O:39])[CH2:24][CH2:25]4)[cH:26][cH:27]3)[cH:8][cH:9][n:10][c:11]2[cH:12]1)([F:28])[F:29]. Reactants: C(C)OC=C(C(=O)OCC)C(C1=C(C(=C(C(=C1)F)F)Br)F)=O (ethyl 3-ethoxy-2-(3-bromo-2,4,5-trifluorobenzoyl)acrylate), BrC=1C(=C(C(=O)CC(=O)OCC)C=C(C1F)F)F (ethyl 3-bromo-2,4,5-trifluorobenzoylacetate), C([O-])([O-])=O.[K+].[K+] (potassium carbonate), NC1=NC(=C(C=C1F)F)NC(C)(C)C (2-amino-6-(t-butylamino) -3,5-difluoropyridine), C(C=C)(=O)ON (amino acrylate). The solvent is C(Cl)(Cl)Cl (chloroform), CN(C=O)C (N,N-dimethylformamide). Run at time 15 minute. Yields the product BrC=1C(=C(C=C2C(C(=CN(C12)C1=NC(=C(C=C1F)F)NC(C)(C)C)C(=O)OCC)=O)F)F (ethyl 8-bromo-1-[6-(t-butylamino)-3,5-difluoropyridin-2-yl]-6,7-difluoro-4-oxo-1,4-dihydroquinoline-3-carboxylate). Reaction SMILES: C(O[CH:4]=[C:5]([C:11](=[O:22])[C:12]1[CH:17]=[C:16]([F:18])[C:15]([F:19])=[C:14]([Br:20])[C:13]=1F)[C:6]([O:8][CH2:9][CH3:10])=[O:7])C.BrC1C(F)=C(C=C(F)C=1F)C(CC(OCC)=O)=O.[NH2:41][C:42]1[C:47]([F:48])=[CH:46][C:45]([F:49])=[C:44]([NH:50][C:51]([CH3:54])([CH3:53])[CH3:52])[N:43]=1.C(ON)(=O)C=C.C(=O)([O-])[O-].[K+].[K+]>CN(C)C=O.C(Cl)(Cl)Cl>[Br:20][C:14]1[C:15]([F:19])=[C:16]([F:18])[CH:17]=[C:12]2[C:13]=1[N:41]([C:42]1[C:47]([F:48])=[CH:46][C:45]([F:49])=[C:44]([NH:50][C:51]([CH3:54])([CH3:53])[CH3:52])[N:43]=1)[CH:4]=[C:5]([C:6]([O:8][CH2:9][CH3:10])=[O:7])[C:11]2=[O:22] |f:4.5.6|. Reported procedure: To a chloroform solution (5 mL) in which ethyl 3-ethoxy-2-(3-bromo-2,4,5-trifluorobenzoyl)acrylate prepared from ethyl 3-bromo-2,4,5-trifluorobenzoylacetate (1.32 g) in a manner known per se in the art was dissolved, 2-amino-6-(t-butylamino) -3,5-difluoropyridine was added under TLC monitoring of the reaction until conversion into an amino acrylate derivative was completed. The reaction mixture was concentrated under reduced pressure to obtain a yellow solid residue. To the residue, anhydrous po...